Dataset: the Open Reaction Database (ORD), a public repository of structured organic reaction records. Task: describe an organic reaction: reactants, conditions, products, and yield The reactants are CC1=C(NC2=C1C(N(CCC2)CCN2CCCCC2)=O)C=O (3-methyl-4-oxo-5-(2-piperidin-1-yl-ethyl)-1,4,5,6,7,8-hexahydro-pyrrolo[3,2-c]azepine-2-carbaldehyde), FC=1C=C2CC(NC2=CC1NC(COC)=O)=O (N-(5-fluoro-2-oxo-2,3-dihydro-1H-indol-6-yl)-2-methoxy-acetamide). Product: FC=1C=C2/C(/C(NC2=CC1NC(COC)=O)=O)=C/C1=C(C=2C(N(CCCC2N1)CCN1CCCCC1)=O)C ((Z)—N-{5-fluoro-3-[3-methyl-4-oxo-5-(2-piperidin-1-yl-ethyl)-1,4,5,6,7,8-hexahydro-pyrrolo[3,2-c]azepin-2-ylmethylene]-2-oxo-2,3-dihydro-1H-indol-6-yl}-2-methoxy-acetamide). Isolated yield 75.0%. As a reaction SMILES: [CH3:1][C:2]1[C:6]2[C:7](=[O:20])[N:8]([CH2:12][CH2:13][N:14]3[CH2:19][CH2:18][CH2:17][CH2:16][CH2:15]3)[CH2:9][CH2:10][CH2:11][C:5]=2[NH:4][C:3]=1[CH:21]=O.[F:23][C:24]1[CH:25]=[C:26]2[C:30](=[CH:31][C:32]=1[NH:33][C:34](=[O:38])[CH2:35][O:36][CH3:37])[NH:29][C:28](=[O:39])[CH2:27]2>>[F:23][C:24]1[CH:25]=[C:26]2[C:30](=[CH:31][C:32]=1[NH:33][C:34](=[O:38])[CH2:35][O:36][CH3:37])[NH:29][C:28](=[O:39])/[C:27]/2=[CH:21]\[C:3]1[NH:4][C:5]2[CH2:11][CH2:10][CH2:9][N:8]([CH2:12][CH2:13][N:14]3[CH2:15][CH2:16][CH2:17][CH2:18][CH2:19]3)[C:7](=[O:20])[C:6]=2[C:2]=1[CH3:1]. Procedure details: The title compound was prepared under the same conditions as described in step 5 of Example 32 with 3-methyl-4-oxo-5-(2-piperidin-1-yl-ethyl)-1,4,5,6,7,8-hexahydro-pyrrolo[3,2-c]azepine-2-carbaldehyde 32d obtained from step 4 of Example 32 and N-(5-fluoro-2-oxo-2,3-dihydro-1H-indol-6-yl)-2-methoxy-acetamide 7a obtained from step 1 of Example 7 as starting materials to obtain (Z)—N-{5-fluoro-3-[3-methyl-4-oxo-5-(2-piperidin-1-yl-ethyl)-1,4,5,6,7,8-hexahydro-pyrrolo[3,2-c]azepin-2-ylmethylene]-2-o... Reactants: [OH-].[Na+] (sodium hydroxide), CC1(OC2=C(C=C1)C=C(C=C2)[N+](=O)[O-])C (2,2-dimethyl 6-nitro 2H-1-benzopyran), reduced iron, Cl (hydrochloric acid). The solvent is O (water), C(C)O (ethanol), O (water), C(C)O (ethanol). Reaction conditions: temperature 60 celsius, time 50 minute. The product is NC=1C=CC2=C(C=CC(O2)(C)C)C1 (6-amino 2,2-dimethyl 2H-1-benzopyran). As a reaction SMILES: [CH3:1][C:2]1([CH3:15])[CH:7]=[CH:6][C:5]2[CH:8]=[C:9]([N+:12]([O-])=O)[CH:10]=[CH:11][C:4]=2[O:3]1.Cl.[OH-].[Na+]>O.C(O)C>[NH2:12][C:9]1[CH:10]=[CH:11][C:4]2[O:3][C:2]([CH3:1])([CH3:15])[CH:7]=[CH:6][C:5]=2[CH:8]=1 |f:2.3|. Procedure details: 2,2-dimethyl 6-nitro 2H-1-benzopyran (3), 40.1 g (185 mmol) was mixed with 120 g of ethanol, 28.0 g of water and 36.1 g of reduced iron, the resulting mixture was heated to 60° C., and a mixed solution of 4.0 g of 35% (w/w) hydrochloric acid, 16.0 g of ethanol and 4.0 g of water was added dropwise thereto over 50 minutes. After stirring at the same temperature for 2 hours, 10.0 g of 15% (w/w) sodium hydroxide aqueous solution was added dropwise thereto, the resulting mixture was filtered through... Reactants: BrCCC1=C(C=C(C=C1)NCC(=O)OCC)Cl (ethyl N-[4-(2-bromoethyl)-3-chlorophenyl]aminoacetate), ClOC(C)(C)C (tert-butyl hypochlorite). Run in ClCCl (dichloromethane). Reaction conditions: time 6 hour. Product: BrCCC1=C(C(=C(C=C1)NCC(=O)OCC)Cl)Cl (ethyl N-[4-(2-bromoethyl) -2,3-dichlorophenyl]aminoacetate), BrCCC1=CC(=C(C=C1Cl)NCC(=O)OCC)Cl (ethyl N-[4-(2-bromoethyl)-2,5-dichlorophenyl]aminoacetate). As a reaction SMILES: [Br:1][CH2:2][CH2:3][C:4]1[CH:9]=[CH:8][C:7]([NH:10][CH2:11][C:12]([O:14][CH2:15][CH3:16])=[O:13])=[CH:6][C:5]=1[Cl:17].[Cl:18]OC(C)(C)C>ClCCl>[Br:1][CH2:2][CH2:3][C:4]1[CH:9]=[CH:8][C:7]([NH:10][CH2:11][C:12]([O:14][CH2:15][CH3:16])=[O:13])=[C:6]([Cl:18])[C:5]=1[Cl:17].[Br:1][CH2:2][CH2:3][C:4]1[C:5]([Cl:17])=[CH:6][C:7]([NH:10][CH2:11][C:12]([O:14][CH2:15][CH3:16])=[O:13])=[C:8]([Cl:18])[CH:9]=1. Procedure: To a stirred solution of ethyl N-[4-(2-bromoethyl)-3-chlorophenyl]aminoacetate (79 mg) in dichloromethane (2 ml) was added tert-butyl hypochlorite (31 μl) under ice-cooling, and the mixture was stirred for 6 hours at room temperature. The solvent was removed in vacuo, and purification of the residue by flash column chromatography on silica gel (eluent: hexane/ethyl acetate=15/1) gave ethyl N-[4-(2-bromoethyl) -2,3-dichlorophenyl]aminoacetate (31 mg) as a high-polar regioisomer and ethyl N-[4-(2-... The reactants are C(C)OC(C1=C(C=C(C=C1)OC1=CC=CC=C1)C=O)=O (2-formyl-4-phenoxy-benzoic acid ethyl ester), Cl.C(C)OC(CN)=O (glycine ethyl ester hydrochloride salt), S(=O)(=O)([O-])[O-].[Mg+2] (magnesium sulfate). Run in ClCCl (dichloromethane), ClCCl (dichloromethane), C(C)N(CC)CC (triethylamine). Conditions: time 15 hour. Product: C(C)OC(C1=C(C=C(C=C1)OC1=CC=CC=C1)C=NCC(=O)OCC)=O (2-(Ethoxycarbonylmethylimino-methyl)-4-phenoxy-benzoic acid ethyl ester). The yield is 101.4%. Reaction SMILES: Cl.[CH2:2]([O:4][C:5](=[O:8])[CH2:6][NH2:7])[CH3:3].S([O-])([O-])(=O)=O.[Mg+2].[CH2:15]([O:17][C:18](=[O:34])[C:19]1[CH:24]=[CH:23][C:22]([O:25][C:26]2[CH:31]=[CH:30][CH:29]=[CH:28][CH:27]=2)=[CH:21][C:20]=1[CH:32]=O)[CH3:16]>ClCCl.C(N(CC)CC)C>[CH2:15]([O:17][C:18](=[O:34])[C:19]1[CH:24]=[CH:23][C:22]([O:25][C:26]2[CH:31]=[CH:30][CH:29]=[CH:28][CH:27]=2)=[CH:21][C:20]=1[CH:32]=[N:7][CH2:6][C:5]([O:4][CH2:2][CH3:3])=[O:8])[CH3:16] |f:0.1,2.3|. Procedure details: To a dried flask with glycine ethyl ester hydrochloride salt (62 mg) was added anhydrous dichloromethane (2 mL), followed by triethylamine (124 μL). Then magnesium sulfate (pre-dried on high vacuum by heat gun, 100 mg) was added, followed by addition of a dichloromethane (1 mL) solution of 2-formyl-4-phenoxy-benzoic acid ethyl ester (120 mg). The flask of 2-formyl-4-phenoxy-benzoic acid ethyl ester was further rinsed with 0.5 mL of dichloromethane. The resulting mixture was stirred at room tempe... Starting materials: C(CC(=O)OC)(=O)OC (dimethyl malonate), [H-].[Na+] (NaH), BrCC1=CC=C(C=C1)C(OCC)OCC (1-(bromomethyl)-4-(diethoxymethyl)benzene). Run in CN(C)C=O (DMF), CN(C)C=O (DMF). Conditions: time 1 hour. The product is C(C)OC(C1=CC=C(CC(C(=O)OC)C(=O)OC)C=C1)OCC (Dimethyl 2-(4-(diethoxymethyl)benzyl)malonate). Reaction SMILES: [C:1]([O:8][CH3:9])(=[O:7])[CH2:2][C:3]([O:5][CH3:6])=[O:4].[H-].[Na+].Br[CH2:13][C:14]1[CH:19]=[CH:18][C:17]([CH:20]([O:24][CH2:25][CH3:26])[O:21][CH2:22][CH3:23])=[CH:16][CH:15]=1>CN(C=O)C>[CH2:25]([O:24][CH:20]([O:21][CH2:22][CH3:23])[C:17]1[CH:18]=[CH:19][C:14]([CH2:13][CH:2]([C:1]([O:8][CH3:9])=[O:7])[C:3]([O:5][CH3:6])=[O:4])=[CH:15][CH:16]=1)[CH3:26] |f:1.2|. Procedure details: To a solution of dimethyl malonate (4.96 mL, 43 mmol) in DMF (80 mL) was added NaH (1.3 g 80% in mineral oil). After 20 min. a solution of 1-(bromomethyl)-4-(diethoxymethyl)benzene (2.37 g, 8.7 mmol) in DMF (5 mL) was added via double-tipped needle. After 1 h at 0° C., the reaction was quenched by the addition of saturated NH4Cl solution. The product was extracted with Et2O and the organic layer wash washed with H2O and brine. After drying (MgSO4) and filtration, the solvent was removed under va... Starting materials: BrC1=C(C=O)C=C(C(=C1)CC1=CC=C(C=C1)CC)Cl (2-bromo-5-chloro-4-(4-ethylbenzyl)benzaldehyde), C1(=CC=CC=C1)C (toluene), C1(=CC=CC=C1)C (toluene). Reaction conditions: time 1 hour. The product is BrC1=C(C=C(C(=C1)CC1=CC=C(C=C1)CC)Cl)C=C (1-bromo-4-chloro-5-(4-ethylbenzyl)-2-vinylbenzene). RXN SMILES: [Br:1][C:2]1[CH:9]=[C:8]([CH2:10][C:11]2[CH:16]=[CH:15][C:14]([CH2:17][CH3:18])=[CH:13][CH:12]=2)[C:7]([Cl:19])=[CH:6][C:3]=1[CH:4]=O.[C:20]1(C)C=CC=CC=1>>[Br:1][C:2]1[CH:9]=[C:8]([CH2:10][C:11]2[CH:16]=[CH:15][C:14]([CH2:17][CH3:18])=[CH:13][CH:12]=2)[C:7]([Cl:19])=[CH:6][C:3]=1[CH:4]=[CH2:20]. Procedure details: To a suspension of Ph3PCH3I (3.151 g, 7.8 mmol) in 22 mL of dry toluene, was added dropwise with KN(TMS)2 (15.64 mL, 7.8 mmol, 0.5 M in toluene) under argon. After it was stirred for 1 h, a solution of 2-bromo-5-chloro-4-(4-ethylbenzyl)benzaldehyde (1.76 g, 5.2 mmol) in 17 mL of toluene was added. This reaction mixture was stirred at room temperature and monitored by TLC (PE, Rf=0.8). After being stirred for 4 h, the reaction mixture was quenched by addition of 5 mL of saturated NaHCO3. The orga...